This data is from the Open Reaction Database (ORD), a public repository of structured organic reaction records. The task is: describe an organic reaction: reactants, conditions, products, and yield Reactants: CC(C)(C)OC(=O)N(N(C(=O)OC(C)(C)C)C1=NC(=NC(=C1F)NCC(C)(N1CCOCC1)C)Cl)C(=O)OC(C)(C)C (tris(1,1-dimethylethyl)2-(2-chloro-5-fluoro-6-{[2-methyl-2-(4-morpholinyl)propyl]amino}-4-pyrimidinyl)-1,1,2-hydrazinetricarboxylate), Cl (HCl). The solvent is CO (MeOH), O1CCOCC1 (1,4-dioxane). Conditions: time 8 hour. The product is ClC=1NC(=C(C(N1)=NN)F)NCC(C)(N1CCOCC1)C (2-chloro-5-fluoro-6-{[2-methyl-2-(4-morpholinyl)propyl]amino}-4(1H)-pyrimidinone hydrazone). Yield: 83.1%. Reaction SMILES: CC(OC([N:8](C(OC(C)(C)C)=O)[N:9]([C:17]1[C:22]([F:23])=[C:21]([NH:24][CH2:25][C:26]([CH3:34])([N:28]2[CH2:33][CH2:32][O:31][CH2:30][CH2:29]2)[CH3:27])[N:20]=[C:19]([Cl:35])[N:18]=1)C(OC(C)(C)C)=O)=O)(C)C.Cl>CO.O1CCOCC1>[Cl:35][C:19]1[NH:20][C:21]([NH:24][CH2:25][C:26]([CH3:34])([N:28]2[CH2:33][CH2:32][O:31][CH2:30][CH2:29]2)[CH3:27])=[C:22]([F:23])[C:17](=[N:9][NH2:8])[N:18]=1. Reported procedure: To a suspension of tris(1,1-dimethylethyl)2-(2-chloro-5-fluoro-6-{[2-methyl-2-(4-morpholinyl)propyl]amino}-4-pyrimidinyl)-1,1,2-hydrazinetricarboxylate (0.578 g, 0.94 mmol) in MeOH (8 mL) was added 4M HCl in 1,4-dioxane (8 mL), and the resulting mixture was stirred at room temperature overnight. The solvent was removed in vacuo, and the crude residue was treated with an aqueous K2CO3 extractive workup to provide 2-chloro-5-fluoro-6-{[2-methyl-2-(4-morpholinyl)propyl]amino}-4(1H)-pyrimidinone hyd... The reactants are ClC=1C2=C(N=C(N1)C=1SC(=CC1)Cl)CCC2 (4-chloro-2-(5-chloro-2-thienyl)-6,7-dihydro-5H-cyclopenta[d]pyrimidine), NC1=CC=C(C=C1)CC(=O)O (2-(4-aminophenyl)acetic acid), CC(=O)O (AcOH), C(C)(=O)OCC (ethyl acetate). The reagents and catalysts are Cl (HCl). The solvent is O (water). Reaction conditions: temperature 100 celsius, time 2 hour. The product is ClC1=CC=C(S1)C=1N=C(C2=C(N1)CCC2)NC2=CC=C(C=C2)CC(=O)O (2-[4-[[2-(5-chloro-2-thienyl)-6,7-dihydro-5H-cyclopenta[d]pyrimidin-4-yl]amino]phenyl]acetic acid). The yield is 18.7%. Reaction SMILES: Cl[C:2]1[C:3]2[CH2:16][CH2:15][CH2:14][C:4]=2[N:5]=[C:6]([C:8]2[S:9][C:10]([Cl:13])=[CH:11][CH:12]=2)[N:7]=1.[NH2:17][C:18]1[CH:23]=[CH:22][C:21]([CH2:24][C:25]([OH:27])=[O:26])=[CH:20][CH:19]=1.CC(O)=O.C(OCC)(=O)C>Cl.O>[Cl:13][C:10]1[S:9][C:8]([C:6]2[N:7]=[C:2]([NH:17][C:18]3[CH:19]=[CH:20][C:21]([CH2:24][C:25]([OH:27])=[O:26])=[CH:22][CH:23]=3)[C:3]3[CH2:16][CH2:15][CH2:14][C:4]=3[N:5]=2)=[CH:12][CH:11]=1. Procedure: An 18-mL vial was charged with 4-chloro-2-(5-chloro-2-thienyl)-6,7-dihydro-5H-cyclopenta[d]pyrimidine (30 mg, 0.11 mmol, 1.1 eq.), 2-(4-aminophenyl)acetic acid (15 mg, 0.1 mmol, 1 eq.), and AcOH (1 ml). To the mixture was added HCl (4 N in dioxane, 5 drops) The resulting mixture was stirred at 100° C. for 2 hr. After cooling to rt, the reaction mixture was diluted with addition of water. The precipitate was collected by filtration and washed with water followed by dichloromethane, The product th... The reactants are C(=O)(Cl)Cl (phosgene), C([O-])([O-])=O.[K+].[K+] (potassium carbonate), C1(=CC=CC=C1)C(N1CC(C1)OC1=CC(=C(C=C1)Cl)Cl)C1=CC=CC=C1 (1-diphenylmethyl-3-(3,4-dichlorophenoxy)azetidine), ligroin. The solvent is C(Cl)Cl (methylene chloride), C(Cl)Cl (methylene chloride). Run at time 1 hour. Product: ClC=1C=C(OC2CN(C2)C(=O)Cl)C=CC1Cl (3-(3,4-Dichlorophenoxy)-1-azetidinecarbonyl chloride). Isolated yield 39.5%. RXN SMILES: [C:1]([Cl:4])(Cl)=[O:2].C(=O)([O-])[O-].[K+].[K+].C1(C(C2C=CC=CC=2)[N:18]2[CH2:21][CH:20]([O:22][C:23]3[CH:28]=[CH:27][C:26]([Cl:29])=[C:25]([Cl:30])[CH:24]=3)[CH2:19]2)C=CC=CC=1>C(Cl)Cl>[Cl:30][C:25]1[CH:24]=[C:23]([CH:28]=[CH:27][C:26]=1[Cl:29])[O:22][CH:20]1[CH2:19][N:18]([C:1]([Cl:4])=[O:2])[CH2:21]1 |f:1.2.3|. Reported procedure: A solution of 14 g (0.144 mole) of phosgene in 200 ml of methylene chloride was treated with 19.9 g (0.144 mole) of anhydrous potassium carbonate and stirred for 1 hr, then 45.9 g (0.12 mole) of 1-diphenylmethyl-3-(3,4-dichlorophenoxy)azetidine in 100 ml of methylene chloride was added dropwise and stirring was continued for 72 hr. The reaction mixture was filtered to remove the inorganic salts and then concentrated in vacuo to a pale yellow oil (67 g). Trituration of the residue with cyclohexan... Starting materials: ClN1C(CCC1=O)=O (N-chlorosuccinimide), BrC=1C=C2N(C=C3C[C@H]4N(C[C@H](C[C@@H]4C(C1)=C32)NC(N(CC)CC)=O)C)[Si](C)(C)C(C)(C)C (3-(13-bromo-1-tert-butyldimethylsilyl-6-methyl-8α-ergolinyl)-1 1-diethylurea). Yields the product ClC1=CC=C2NC=C3C[C@H]4N(C[C@H](C[C@@H]4C1=C32)NC(N(CC)CC)=O)C (3-(12-chloro-6-methyl-8α-ergolinyl)-1,1-diethylurea). RXN SMILES: [Cl:1]N1C(=O)CCC1=O.Br[C:10]1[CH:11]=[C:12]2[C:25]3[C:15]([CH2:16][C@@H:17]4[C@@H:22]([C:23]=3[CH:24]=1)[CH2:21][C@H:20]([NH:26][C:27](=[O:33])[N:28]([CH2:31][CH3:32])[CH2:29][CH3:30])[CH2:19][N:18]4[CH3:34])=[CH:14][N:13]2[Si](C(C)(C)C)(C)C>>[Cl:1][C:24]1[C:23]2=[C:25]3[C:12]([NH:13][CH:14]=[C:15]3[CH2:16][C@@H:17]3[C@@H:22]2[CH2:21][C@H:20]([NH:26][C:27](=[O:33])[N:28]([CH2:31][CH3:32])[CH2:29][CH3:30])[CH2:19][N:18]3[CH3:34])=[CH:11][CH:10]=1. Reported procedure: With N-chlorosuccinimide and 3-(13-bromo-1-tert-butyldimethylsilyl-6-methyl-8α-ergolinyl)-1 1-diethylurea: